This data is from the Open Reaction Database (ORD), a public repository of structured organic reaction records. The task is: describe an organic reaction: reactants, conditions, products, and yield Reactants: solution, B(Br)(Br)Br (boron tribromide), ClC1=CC=C(C=C1)S(=O)(=O)N1C[C@@H](CCC1)NC1=NC=CC(=N1)C1=C(N=C2SC=CN21)C2=CC(=CC=C2)OC (N-{(3R)-1-[(4-chlorophenyl)sulfonyl]piperidin-3-yl}-4-[6-(3-methoxy-phenyl)imidazo[2,1-b][1,3]thiazol-5-yl]pyrimidin-2-amine). Solvent: C(Cl)Cl (methylene chloride), C(Cl)Cl (methylene chloride). Reaction conditions: time 1 hour. Product: ClC1=CC=C(C=C1)S(=O)(=O)N1C[C@@H](CCC1)NC1=NC=CC(=N1)C1=C(N=C2SC=CN21)C=2C=C(C=CC2)O (3-{5-[2-({(3R)-1-[(4-chlorophenyl)sulfonyl]piperidin-3-yl}amino)pyrimidin-4-yl]imidazo[2,1-b][1,3]thiazol-6-yl}phenol). Reaction SMILES: [Cl:1][C:2]1[CH:7]=[CH:6][C:5]([S:8]([N:11]2[CH2:16][CH2:15][CH2:14][C@@H:13]([NH:17][C:18]3[N:23]=[C:22]([C:24]4[N:31]5[C:27]([S:28][CH:29]=[CH:30]5)=[N:26][C:25]=4[C:32]4[CH:37]=[CH:36][CH:35]=[C:34]([O:38]C)[CH:33]=4)[CH:21]=[CH:20][N:19]=3)[CH2:12]2)(=[O:10])=[O:9])=[CH:4][CH:3]=1.B(Br)(Br)Br>C(Cl)Cl>[Cl:1][C:2]1[CH:7]=[CH:6][C:5]([S:8]([N:11]2[CH2:16][CH2:15][CH2:14][C@@H:13]([NH:17][C:18]3[N:23]=[C:22]([C:24]4[N:31]5[C:27]([S:28][CH:29]=[CH:30]5)=[N:26][C:25]=4[C:32]4[CH:33]=[C:34]([OH:38])[CH:35]=[CH:36][CH:37]=4)[CH:21]=[CH:20][N:19]=3)[CH2:12]2)(=[O:10])=[O:9])=[CH:4][CH:3]=1. Reported procedure: The N-{(3R)-1-[(4-chlorophenyl)sulfonyl]piperidin-3-yl}-4-[6-(3-methoxy-phenyl)imidazo[2,1-b][1,3]thiazol-5-yl]pyrimidin-2-amine (6.98 g, 12.03 mmol) in methylene chloride (100 ml) was cooled to −78° C. and slowly treated with 1 molar solution of boron tribromide in methylene chloride (65 ml). The reaction mixture was kept at −78° C. for one hour then was allowed to warm to room temperature for two hours. The mixture was quenched by the addition of methanol (25 ml) at 0° C. and was stirred at ro... The reactants are COc1ccc(C2CNC(=O)C2)cc1OC(C)C1CO1, CCO, c1ccc(N2CCNCC2)cc1. The product is COc1ccc(C2CNC(=O)C2)cc1OC(C)C(O)CN1CCN(c2ccccc2)CC1. RXN SMILES: [CH3:1][CH:2]([CH:3]1[CH2:4][O:5]1)[O:6][c:7]1[cH:8][c:9]([CH:15]2[CH2:16][C:17](=[O:20])[NH:18][CH2:19]2)[cH:10][cH:11][c:12]1[O:13][CH3:14].[CH3:33][CH2:34][OH:35].[c:21]1([N:27]2[CH2:28][CH2:29][NH:30][CH2:31][CH2:32]2)[cH:22][cH:23][cH:24][cH:25][cH:26]1>>[CH3:1][CH:2]([CH:3]([CH2:4][N:30]1[CH2:29][CH2:28][N:27]([c:21]2[cH:22][cH:23][cH:24][cH:25][cH:26]2)[CH2:32][CH2:31]1)[OH:5])[O:6][c:7]1[cH:8][c:9]([CH:15]2[CH2:16][C:17](=[O:20])[NH:18][CH2:19]2)[cH:10][cH:11][c:12]1[O:13][CH3:14]. Reactants: C1CCOC1, C=CC1CC(c2ccc(C)cn2)=C(C)C1O[Si](CC)(CC)CC, CCCC[N+](CCCC)(CCCC)CCCC, CCOC(C)=O, [F-], O. The product is C=CC1CC(c2ccc(C)cn2)=C(C)C1O. Reaction SMILES: [CH2:49]1[O:50][CH2:51][CH2:52][CH2:53]1.[CH3:1][c:2]1[cH:3][cH:4][c:5]([C:8]2=[C:9]([CH3:23])[CH:10]([O:15][Si:16]([CH2:17][CH3:18])([CH2:19][CH3:20])[CH2:21][CH3:22])[CH:11]([CH:13]=[CH2:14])[CH2:12]2)[n:6][cH:7]1.[CH3:25][CH2:26][CH2:27][CH2:28][N+:29]([CH2:30][CH2:31][CH2:32][CH3:33])([CH2:34][CH2:35][CH2:36][CH3:37])[CH2:38][CH2:39][CH2:40][CH3:41].[CH3:43][CH2:44][O:45][C:46](=[O:47])[CH3:48].[F-:24].[OH2:42]>>[CH3:1][c:2]1[cH:3][cH:4][c:5]([C:8]2=[C:9]([CH3:23])[CH:10]([OH:15])[CH:11]([CH:13]=[CH2:14])[CH2:12]2)[n:6][cH:7]1. The reactants are ClC=1C=C(C=CC1)C=1N=C(C2=C(N1)CCCS2(=O)=O)CC2=CC=C(C=C2)CC(=O)O (2-(4-((2-(3-chlorophenyl)-5,5-dioxido-7,8-dihydro-6H-thiopyrano[3,2-d]pyrimidin-4-yl)methyl)phenyl)acetic acid), C(CCl)Cl (EDC), C=1C=CC2=C(C1)N=NN2O (HOBT), N (ammonia), CO (methanol). Solvent: C(C)(=O)OCC (ethyl acetate), CN(C)C=O (DMF). Conditions: temperature 85 celsius, time 16 hour. Yields the product ClC=1C=C(C=CC1)C=1N=C(C2=C(N1)CCCS2(=O)=O)CC2=CC=C(C=C2)CC(=O)N (2-(4-((2-(3-Chlorophenyl)-5,5-dioxido-7,8-dihydro-6H-thiopyrano[3,2-d]pyrimidin-4-yl)methyl)phenyl)acetamide). Isolated yield 62.9%. Reaction SMILES: [Cl:1][C:2]1[CH:3]=[C:4]([C:8]2[N:9]=[C:10]([CH2:20][C:21]3[CH:26]=[CH:25][C:24]([CH2:27][C:28](O)=[O:29])=[CH:23][CH:22]=3)[C:11]3[S:17](=[O:19])(=[O:18])[CH2:16][CH2:15][CH2:14][C:12]=3[N:13]=2)[CH:5]=[CH:6][CH:7]=1.C(Cl)CCl.C1C=CC2N(O)N=[N:41]C=2C=1.N.CO>CN(C=O)C.C(OCC)(=O)C>[Cl:1][C:2]1[CH:3]=[C:4]([C:8]2[N:9]=[C:10]([CH2:20][C:21]3[CH:26]=[CH:25][C:24]([CH2:27][C:28]([NH2:41])=[O:29])=[CH:23][CH:22]=3)[C:11]3[S:17](=[O:18])(=[O:19])[CH2:16][CH2:15][CH2:14][C:12]=3[N:13]=2)[CH:5]=[CH:6][CH:7]=1. Procedure details: To a solution of 2-(4-((2-(3-chlorophenyl)-5,5-dioxido-7,8-dihydro-6H-thiopyrano[3,2-d]pyrimidin-4-yl)methyl)phenyl)acetic acid (0.040 g, 0.090 mmol) in DMF (2 mL) was added EDC (0.034 g, 0.18 mmol), HOBT (0.024 g, 0.18 mmol) and ammonia in methanol (0.13 mL, 0.90 mmol). The mixture was sealed and stirred at 85° C. for 16 h. The mixture was diluted with ethyl acetate and then washed with water. The organic layer were dried over anhydrous sodium sulfate, filtered, and the filtrate was concentrate... The reactants are N(=O)[O-].[Na+] (sodium nitrite), CuBr2, Br (HBr), [NH4+].[OH-] (NH4OH), NC=1C=C(C=C2C=C(C=NC12)I)OC (8-amino-3-iodo-6-methoxyquinoline), Br (HBr). Run in O (water). Reaction conditions: temperature 0 celsius. Product: BrC=1C=C(C=C2C=C(C=NC12)I)OC (8-bromo-3-iodo-6-methoxyquinoline). Reaction SMILES: N[C:2]1[CH:3]=[C:4]([O:13][CH3:14])[CH:5]=[C:6]2[C:11]=1[N:10]=[CH:9][C:8]([I:12])=[CH:7]2.N([O-])=O.[Na+].[NH4+].[OH-].[BrH:21]>O>[Br:21][C:2]1[CH:3]=[C:4]([O:13][CH3:14])[CH:5]=[C:6]2[C:11]=1[N:10]=[CH:9][C:8]([I:12])=[CH:7]2 |f:1.2,3.4|. Reported procedure: A suspension of 8-amino-3-iodo-6-methoxyquinoline (2.0 g) in HBr (20 ml) cooled to 0° C. is treated with a solution of sodium nitrite (0.48 g) in water (4 ml). The thick cold suspension is then added portionwise to a purple solution of CuBr2 (1.64 g) in 10 ml of conc. HBr preheated at 60° C. After 3 h an aqueous solution of NH4OH is added to the mixture to reach pH 14. After filtration of the mixture the filtrate is purified by flash chromatography (CH2Cl2) providing 8-bromo-3-iodo-6-methoxyquin... Reactants: Fc1cc(-n2ncc3c(Br)cc(Cl)cc32)ccc1OCc1ccccc1, CC(C)c1cc(C(C)C)c(-c2ccccc2P(C(C)(C)C)C(C)(C)C)c(C(C)C)c1, CCOC(C)=O, [K+], C1COCCO1, [OH-], O. The product is Oc1cc(Cl)cc2c1cnn2-c1ccc(OCc2ccccc2)c(F)c1. As a reaction SMILES: [Br:1][c:2]1[c:3]2[cH:4][n:5][n:6](-[c:12]3[cH:13][c:14]([F:26])[c:15]([O:18][CH2:19][c:20]4[cH:21][cH:22][cH:23][cH:24][cH:25]4)[cH:16][cH:17]3)[c:7]2[cH:8][c:9]([Cl:11])[cH:10]1.[CH3:29][C:30]([P:31]([C:32]([CH3:33])([CH3:34])[CH3:35])[c:36]1[cH:37][cH:38][cH:39][cH:40][c:41]1-[c:42]1[c:43]([CH:44]([CH3:45])[CH3:46])[cH:47][c:48]([CH:49]([CH3:50])[CH3:51])[cH:52][c:53]1[CH:54]([CH3:55])[CH3:56])([CH3:57])[CH3:58].[CH3:66][CH2:67][O:68][C:69]([CH3:70])=[O:71].[K+:28].[O:59]1[CH2:60][CH2:61][O:62][CH2:63][CH2:64]1.[OH-:27].[OH2:65]>>[c:2]1([OH:27])[c:3]2[cH:4][n:5][n:6](-[c:12]3[cH:13][c:14]([F:26])[c:15]([O:18][CH2:19][c:20]4[cH:21][cH:22][cH:23][cH:24][cH:25]4)[cH:16][cH:17]3)[c:7]2[cH:8][c:9]([Cl:11])[cH:10]1.